This data is from the Open Reaction Database (ORD), a public repository of structured organic reaction records. The task is: describe an organic reaction: reactants, conditions, products, and yield The reactants are C(C)(=O)N1OCC(NC1C1=CC=CC=C1)=O (2-acetyl-3-phenyl-tetrahydro-1,2,4-oxadiazin-5-one), O1CCCC1 (tetrahydrofurane), C=O (formaldehyde). Run in C(C)N(CC)CC (triethyl amine). Run at time 8 hour. Yields the product C(C)(=O)N1OCC(N(C1C1=CC=CC=C1)CO)=O (2-acetyl-3-phenyl-4-hydroxymethyl-tetrahydro-1,2,4-oxadiazin-5-one). Yield: 93.0%. RXN SMILES: [C:1]([N:4]1[CH:9]([C:10]2[CH:15]=[CH:14][CH:13]=[CH:12][CH:11]=2)[NH:8][C:7](=[O:16])[CH2:6][O:5]1)(=[O:3])[CH3:2].[O:17]1CCC[CH2:18]1.C=O>C(N(CC)CC)C>[C:1]([N:4]1[CH:9]([C:10]2[CH:11]=[CH:12][CH:13]=[CH:14][CH:15]=2)[N:8]([CH2:18][OH:17])[C:7](=[O:16])[CH2:6][O:5]1)(=[O:3])[CH3:2]. Procedure: To a solution of 1.1 g. (5 mmoles) of 2-acetyl-3-phenyl-tetrahydro-1,2,4-oxadiazin-5-one in 10 ml. of tetrahydrofurane 1 ml. of triethyl amine and 0.4 ml. of a 37% aqueous formaldehyde solution are added. The mixture is allowed to stand at room temperature overnight and is then evaporated to dryness. The residue is triturated with diethyl ether and the product is isolated by filtration. 1.16 g. (93%) of 2-acetyl-3-phenyl-4-hydroxymethyl-tetrahydro-1,2,4-oxadiazin-5-one are obtained, melting at 1... Run in CCOCC (ether). Procedure: To a slurry of 5.00 g (2.4 mmol, Aldrich) of 6-bromo-2-naphthol in 150 ml of dry ether at -78° was added dropwise, 16 ml (1.4M in ether, 22 mmol, Aldrich) of methyllithium solution over 10 minutes. The reaction mixture was stirred for 10 minutes, then 28 ml (1.8M in pentane, 50 mmol, Aldrich) of t-butyllithium solution was added dropwise over 15 minutes. The resulting slurry was stirred at -78° for 30 minutes then at 0° for 15 minutes. The reaction mixture was re-cooled to -78° , added into 100 ... RXN SMILES: Br[C:2]1[CH:3]=[C:4]2[C:9](=[CH:10][CH:11]=1)[CH:8]=[C:7]([OH:12])[CH:6]=[CH:5]2.C[Li].C([Li])(C)(C)C.[C:20](=[O:22])=[O:21].Cl>CCOCC>[OH:12][C:7]1[CH:8]=[C:9]2[C:4](=[CH:5][CH:6]=1)[CH:3]=[C:2]([C:20]([OH:22])=[O:21])[CH:11]=[CH:10]2. Isolated yield 653.2%. Run at time 10 minute. The product is OC=1C=C2C=CC(=CC2=CC1)C(=O)O (6-Hydroxy-2-naphthalene carboxylic acid). Reactants: C[Li] (methyllithium), C(=O)=O (dry ice), Cl (HCl), BrC=1C=C2C=CC(=CC2=CC1)O (6-bromo-2-naphthol), C(C)(C)(C)[Li] (t-butyllithium), crude material. The product is ClCC#CCN1C(C2=CC=CC=C2C1=O)=O (2-(4-chlorobut-2-yn-1-yl)-1H-isoindole-1,3(2H)-dione). Isolated yield 28.8%. As a reaction SMILES: [C:1]1(=[O:11])[C:9]2[C:4](=[CH:5][CH:6]=[CH:7][CH:8]=2)[C:3](=[O:10])[NH:2]1.C(=O)([O-])[O-].[K+].[K+].[Cl:18][CH2:19][C:20]#[C:21][CH2:22]Cl.O>CN(C=O)C>[Cl:18][CH2:19][C:20]#[C:21][CH2:22][N:2]1[C:3](=[O:10])[C:4]2[C:9](=[CH:8][CH:7]=[CH:6][CH:5]=2)[C:1]1=[O:11] |f:1.2.3|. Procedure details: To a solution of 1H-isoindole-1,3(2H)-dione (441 mg) in DMF (5 mL) were added potassium carbonate (829 mg) and 1,4-dichlorobut-2-yne (2.21 g) at room temperature. The reaction mixture was stirred at 80° C. for 5 hr. The reaction mixture was added to water at room temperature, and the mixture was extracted with ethyl acetate. The extract was washed with water and saturated brine, dried over anhydrous magnesium sulfate, and filtered. The solvent was evaporated under reduced pressure, and the resid... Run in CN(C)C=O (DMF). The reactants are C1(NC(C2=CC=CC=C12)=O)=O (1H-isoindole-1,3(2H)-dione), C([O-])([O-])=O.[K+].[K+] (potassium carbonate), ClCC#CCCl (1,4-dichlorobut-2-yne), O (water). Conditions: temperature 80 celsius, time 5 hour. The reactants are ClC=1C=CC2=C(C(=NCC(=N2)NN)C2=CC=CC=C2)C1 (7-chloro-2-hydrazino-5-phenyl-3H-1,4-benzodiazepine), C(C)(=O)OC(C)=O (acetic anhydride). Run in C(Cl)(Cl)Cl (chloroform). Run at time 1 hour. The product is C(C)(=O)NNC1=NC2=C(C(=NC1)C1=CC=CC=C1)C=C(C=C2)Cl (2-(2-acetylhydrazino)-7-chloro-5-phenyl-3H-1,4-benzodiazepine). As a reaction SMILES: [Cl:1][C:2]1[CH:3]=[CH:4][C:5]2[N:11]=[C:10]([NH:12][NH2:13])[CH2:9][N:8]=[C:7]([C:14]3[CH:19]=[CH:18][CH:17]=[CH:16][CH:15]=3)[C:6]=2[CH:20]=1.[C:21](OC(=O)C)(=[O:23])[CH3:22]>C(Cl)(Cl)Cl>[C:21]([NH:13][NH:12][C:10]1[CH2:9][N:8]=[C:7]([C:14]2[CH:19]=[CH:18][CH:17]=[CH:16][CH:15]=2)[C:6]2[CH:20]=[C:2]([Cl:1])[CH:3]=[CH:4][C:5]=2[N:11]=1)(=[O:23])[CH3:22]. Procedure: To a solution of 1.4 parts of 7-chloro-2-hydrazino-5-phenyl-3H-1,4-benzodiazepine in 30 parts by volume of chloroform is added with stirring 0.47 part by volume of acetic anhydride. The mixture is stirred for 1 hour and washed with a saturated aqueous solution of sodium bicarbonate and then with water. The chloroform layer is dried over sodium sulfate and the solvent is evaporated. Addition of methanol yields 2-(2-acetylhydrazino)-7-chloro-5-phenyl-3H-1,4-benzodiazepine as white crystals. Recrys...